From a dataset of the Open Reaction Database (ORD), a public repository of structured organic reaction records. describe an organic reaction: reactants, conditions, products, and yield Starting materials: C1[C@@](CO)(O)[C@H](O)[C@@H](O)[C@@H](O1)CO (2,5-O-methylene-L-mannitol), C(C1=CC=CC=C1)Cl (benzyl chloride), [OH-].[K+] (potassium hydroxide). Run in O (water). Conditions: time 6 hour. Yields the product C(C1=CC=CC=C1)OC[C@]1(O)[C@H](OCC2=CC=CC=C2)[C@@H](OCC2=CC=CC=C2)[C@@H](OC1)COCC1=CC=CC=C1 (1,3,4,6-tetra-O-benzyl-2,5-O-methylene-L-mannitol). Yield: 71.0%. Reaction SMILES: [CH2:1]1[O:11][C@@H:10]([CH2:12][OH:13])[C@H:8]([OH:9])[C@@H:6]([OH:7])[C@@:2]1([OH:5])[CH2:3][OH:4].[CH2:14](Cl)[C:15]1[CH:20]=[CH:19][CH:18]=[CH:17][CH:16]=1.[OH-].[K+]>O>[CH2:14]([O:4][CH2:3][C@:2]1([CH2:1][O:11][C@@H:10]([CH2:12][O:13][CH2:14][C:15]2[CH:20]=[CH:19][CH:18]=[CH:17][CH:16]=2)[C@H:8]([O:9][CH2:14][C:15]2[CH:20]=[CH:19][CH:18]=[CH:17][CH:16]=2)[C@H:6]1[O:7][CH2:14][C:15]1[CH:20]=[CH:19][CH:18]=[CH:17][CH:16]=1)[OH:5])[C:15]1[CH:20]=[CH:19][CH:18]=[CH:17][CH:16]=1 |f:2.3|. Reported procedure: A vigorously stirred mixture of 2,5-O-methylene-L-mannitol (8.0 g.), benzyl chloride (80.0 ml.), and powdered potassium hydroxide (40.0 g.) was slowly heated to 115°-125° and kept in this temperature range for six hours. The mixture was then cooled, water (200 ml.) added, and the mixture was steam distilled for 5 hours. The solution was then cooled, the organic layer (lower) separated in a separatory funnel and the aqueous layer extracted with three 100 ml. portions of ether which were then adde... Reactants: C1=CC=CC=2C3=CC=CC=C3N(C12)C1CC(N(C2=CC=CC=C12)C(C1=CC(=C(C=C1)OC)OC)=O)CCCCCO (5-[4-(9H-9-Carbazolyl)-1-(3,4-dimethoxybenzoyl)-1,2,3,4-tetrahydro-2-quinolinyl]-1-pentanol), FC1=CC=C(C=C1)O (4-fluorophenol), N(=NC(=O)OCC)C(=O)OCC (diethyl azodicarboxylate), C1(=CC=CC=C1)P(C1=CC=CC=C1)C1=CC=CC=C1 (triphenylphosphine). Solvent: O1CCCC1 (tetrahydrofuran). Reaction conditions: time 8 hour. The product is COC=1C=C(C(=O)N2C(CC(C3=CC=CC=C23)N2C3=CC=CC=C3C=3C=CC=CC23)CCCCCOC2=CC=C(C=C2)F)C=CC1OC (9-[1-(3,4-Dimethoxybenzoyl)-2-[5-(4-fluorophenoxy)pentyl]-1,2,3,4-tetrahydro-4-quinolinyl]-9H-carbazole). The yield is 91.9%. As a reaction SMILES: [CH:1]1[C:13]2[N:12]([CH:14]3[C:23]4[C:18](=[CH:19][CH:20]=[CH:21][CH:22]=4)[N:17]([C:24](=[O:35])[C:25]4[CH:30]=[CH:29][C:28]([O:31][CH3:32])=[C:27]([O:33][CH3:34])[CH:26]=4)[CH:16]([CH2:36][CH2:37][CH2:38][CH2:39][CH2:40][OH:41])[CH2:15]3)[C:11]3[C:6](=[CH:7][CH:8]=[CH:9][CH:10]=3)[C:5]=2[CH:4]=[CH:3][CH:2]=1.[F:42][C:43]1[CH:48]=[CH:47][C:46](O)=[CH:45][CH:44]=1.N(C(OCC)=O)=NC(OCC)=O.C1(P(C2C=CC=CC=2)C2C=CC=CC=2)C=CC=CC=1>O1CCCC1>[CH3:34][O:33][C:27]1[CH:26]=[C:25]([CH:30]=[CH:29][C:28]=1[O:31][CH3:32])[C:24]([N:17]1[C:18]2[C:23](=[CH:22][CH:21]=[CH:20][CH:19]=2)[CH:14]([N:12]2[C:13]3[CH:1]=[CH:2][CH:3]=[CH:4][C:5]=3[C:6]3[C:11]2=[CH:10][CH:9]=[CH:8][CH:7]=3)[CH2:15][CH:16]1[CH2:36][CH2:37][CH2:38][CH2:39][CH2:40][O:41][C:46]1[CH:47]=[CH:48][C:43]([F:42])=[CH:44][CH:45]=1)=[O:35]. Reported procedure: 5-[4-(9H-9-Carbazolyl)-1-(3,4-dimethoxybenzoyl)-1,2,3,4-tetrahydro-2-quinolinyl]-1-pentanol (0.12 g, 0.22 mmol) prepared in Example 135 was mixed with 4-fluorophenol (50 mg, 0.44 mmol), tetrahydrofuran (4 ml), diethyl azodicarboxylate (69 μl, 0.44 mmol) and triphenylphosphine (0.11 g, 0.44 mmol), followed by stirring overnight at room temperature. After distilling off the solvent, the residue was partitioned between ethyl acetate and water, and the organic layer was washed with water, dried over... Starting materials: N1N=CC=C1C=1C=C(C(C#N)=CC1)C#N (4-(1H-pyrazol-5-yl)phthalonitrile), CS(=O)(=O)OCCNC(=O)OC(C)(C)C (2-(tert-butoxycarbonylamino)ethyl methanesulfonate), HCl-salt. Reported procedure: The title compound was prepared from 4-(1H-pyrazol-5-yl)phthalonitrile (0.38 g) and 2-(tert-butoxycarbonylamino)ethyl methanesulfonate (0.61 g) using the method of Example 37(c). Yield 0.050 g (as HCl-salt). 1H-NMR (400 MHz; d4-MeOH): δ 3.50 (t, 2H), 4.54 (t, 2H), 6.94 (d, 1H), 7.81 (d, 1H), 7.98 (d, 1H), 8.28 (dd, 1H), 8.49 (d, 1H). Reaction SMILES: [NH:1]1[C:5]([C:6]2[CH:7]=[C:8]([C:14]#[N:15])[C:9](=[CH:12][CH:13]=2)[C:10]#[N:11])=[CH:4][CH:3]=[N:2]1.CS(O[CH2:21][CH2:22][NH:23]C(OC(C)(C)C)=O)(=O)=O>>[NH2:23][CH2:22][CH2:21][N:2]1[CH:3]=[CH:4][C:5]([C:6]2[CH:7]=[C:8]([C:14]#[N:15])[C:9](=[CH:12][CH:13]=2)[C:10]#[N:11])=[N:1]1. Yields the product NCCN1N=C(C=C1)C=1C=C(C(C#N)=CC1)C#N (4-(1-(2-aminoethyl)-1H-pyrazol-3-yl)phthalonitrile). The reactants are CCOc1cccc(C(C)(C)OC)c1, CC#N, O=C1CCC(=O)N1I, O=C(O)C(F)(F)F. Yields the product CCOc1cc(C(C)(C)OC)ccc1I. RXN SMILES: [CH2:1]([CH3:2])[O:3][c:4]1[cH:5][c:6]([C:10]([CH3:11])([CH3:12])[O:13][CH3:14])[cH:7][cH:8][cH:9]1.[CH3:30][C:31]#[N:32].[I:15][N:16]1[C:17](=[O:18])[CH2:19][CH2:20][C:21]1=[O:22].[OH:23][C:24]([C:25]([F:26])([F:27])[F:28])=[O:29]>>[CH2:1]([CH3:2])[O:3][c:4]1[cH:5][c:6]([C:10]([CH3:11])([CH3:12])[O:13][CH3:14])[cH:7][cH:8][c:9]1[I:15]. Reactants: [H-].[Na+] (sodium hydride), C1(CCC1)N1CCC2=C(CC1)C=C(C=C2)O (3-Cyclobutyl-2,3,4,5-tetrahydro-1H-benzo[d]azepin-7-ol), ClC1=NC=C(N=C1)Cl (2,5-dichloropyrazine). The solvent is CN(C=O)C (dimethylformamide), CN(C=O)C (dimethylformamide). Run at temperature 0 celsius, time 5 hour. Yields the product ClC=1N=CC(=NC1)OC1=CC2=C(CCN(CC2)C2CCC2)C=C1 (7-[(5-Chloro-2-pyrazinyl)oxy]-3-cyclobutyl-2,3,4,5-tetrahydro-1H-3-benzazepine). Isolated yield 95.6%. Reaction SMILES: [CH:1]1([N:5]2[CH2:11][CH2:10][C:9]3[CH:12]=[C:13]([OH:16])[CH:14]=[CH:15][C:8]=3[CH2:7][CH2:6]2)[CH2:4][CH2:3][CH2:2]1.[H-].[Na+].[Cl:19][C:20]1[CH:25]=[N:24][C:23](Cl)=[CH:22][N:21]=1>CN(C)C=O>[Cl:19][C:20]1[N:21]=[CH:22][C:23]([O:16][C:13]2[CH:14]=[CH:15][C:8]3[CH2:7][CH2:6][N:5]([CH:1]4[CH2:4][CH2:3][CH2:2]4)[CH2:11][CH2:10][C:9]=3[CH:12]=2)=[N:24][CH:25]=1 |f:1.2|. Procedure: 3-Cyclobutyl-2,3,4,5-tetrahydro-1H-benzo[d]azepin-7-ol (E3) (184 mg, 0.85 mmol) was dissolved in dry dimethylformamide (3 ml), cooled to 0° C. and treated with sodium hydride (60% in mineral oil, 36 mg, 0.89 mmol). The mixture was allowed to warm to room temperature over 30 minutes. A solution of 2,5-dichloropyrazine (D47) (139 mg, 0.94 mmol) in dry dimethylformamide (1 ml) was added and the mixture stirred at room temperature for 5 hours. The mixture was applied to a SCX column and washed with ... Starting materials: C([O-])([O-])=O.[K+].[K+] (potassium carbonate), ClC1=NC=C(C(=N1)NC1=C(C(=O)NC)C=CC=C1)Cl (2-(2,5-Dichloro-pyrimidin-4-ylamino)-N-methyl-benzamide), O1CCOCC1 (dioxane), C(C)N1CCC2=C(CC1)C=C(C=C2)N (3-Ethyl-2,3,4,5-tetrahydro-1H-benzo[d]azepin-7-ylamine), Cl (HCl). The solvent is CO (methanol), COCCO (2-methoxyethanol). Reaction conditions: temperature 120 celsius. Yields the product ClC=1C(=NC(=NC1)NC1=CC2=C(CCN(CC2)CC)C=C1)NC1=C(C(=O)NC)C=CC=C1 (2-[5-Chloro-2-(3-ethyl-2,3,4,5-tetrahydro-1H-benzo[d]azepin-7-ylamino)-pyrimidin-4-ylamino]-N-methyl-benzamide). As a reaction SMILES: Cl[C:2]1[N:7]=[C:6]([NH:8][C:9]2[CH:18]=[CH:17][CH:16]=[CH:15][C:10]=2[C:11]([NH:13][CH3:14])=[O:12])[C:5]([Cl:19])=[CH:4][N:3]=1.[CH2:20]([N:22]1[CH2:28][CH2:27][C:26]2[CH:29]=[C:30]([NH2:33])[CH:31]=[CH:32][C:25]=2[CH2:24][CH2:23]1)[CH3:21].Cl.O1CCOCC1.C(=O)([O-])[O-].[K+].[K+]>COCCO.CO>[Cl:19][C:5]1[C:6]([NH:8][C:9]2[CH:18]=[CH:17][CH:16]=[CH:15][C:10]=2[C:11]([NH:13][CH3:14])=[O:12])=[N:7][C:2]([NH:33][C:30]2[CH:31]=[CH:32][C:25]3[CH2:24][CH2:23][N:22]([CH2:20][CH3:21])[CH2:28][CH2:27][C:26]=3[CH:29]=2)=[N:3][CH:4]=1 |f:4.5.6|. Procedure details: 31 g) 2-(2,5-Dichloro-pyrimidin-4-ylamino)-N-methyl-benzamide (650 mg/2.2 mmol), 3-Ethyl-2,3,4,5-tetrahydro-1H-benzo[d]azepin-7-ylamine (500 mg/2.6 mmol) and 4 N HCl in dioxane (650 μL/2.6 mmol) were suspended in 2-methoxyethanol (5 mL) and heated to 120° C. until judged complete by HPLC. The resulting tan solution was cooled to room temperature, diluted with methanol (2 mL) and treated with solid potassium carbonate (carbon dioxide evolves). The mixture was filtered and the filtrate concentrate...